This data is from the Open Reaction Database (ORD), a public repository of structured organic reaction records. The task is: describe an organic reaction: reactants, conditions, products, and yield Starting materials: C(C)N(C(C(=O)O)C1=C(C=CC=C1)OC)C1=C(C=C(C(=C1)Cl)Cl)Cl (ethyl 2-(o-methoxyphenyl)-N-(2,4,5-trichlorophenyl)glycine), 40, C(C)O (ethanol), [OH-].[Na+] (sodium hydroxide). The solvent is O (water). Reaction conditions: time 4 hour. Yields the product COC1=C(C=CC=C1)C(NC1=C(C=C(C(=C1)Cl)Cl)Cl)C(=O)O (2-(o-methoxyphenyl)-N-(2,4,5-trichlorophenyl)glycine). Reaction SMILES: C(O)C.[OH-].[Na+].C([N:8]([C:21]1[CH:26]=[C:25]([Cl:27])[C:24]([Cl:28])=[CH:23][C:22]=1[Cl:29])[CH:9]([C:13]1[CH:18]=[CH:17][CH:16]=[CH:15][C:14]=1[O:19][CH3:20])[C:10]([OH:12])=[O:11])C>O>[CH3:20][O:19][C:14]1[CH:15]=[CH:16][CH:17]=[CH:18][C:13]=1[CH:9]([C:10]([OH:12])=[O:11])[NH:8][C:21]1[CH:26]=[C:25]([Cl:27])[C:24]([Cl:28])=[CH:23][C:22]=1[Cl:29] |f:1.2|. Procedure: To a stirred and refluxed solution of 40 parts of ethanol, 25 parts of water and 2 parts of sodium hydroxide are added 5 parts of ethyl 2-(o-methoxyphenyl)-N-(2,4,5-trichlorophenyl)glycine and stirring at reflux temperature is continued for 4 hours. The reaction mixture is evaporated. The residue is dissolved in 250 parts of water. The solution is shaken with 80 parts of ether and the aqueous phase is acidified with concentrated hydrochloric acid solution. The product is extracted twice with 80 ... The reactants are C(CC=C)N1C(CN(CC1)C(=O)OC(C)(C)C)=O (tert-butyl 4-but-3-enyl-3-oxopiperazine-1-carboxylate), O (water), I(=O)(=O)(=O)[O-].[Na+] (sodium metaperiodate). Reagents/catalysts: [Os](=O)(=O)(=O)=O (osmium tetraoxide). Run in CC(=O)C (acetone). Run at time 8 hour. Yields the product O=C1CN(CCN1CCC=O)C(=O)OC(C)(C)C (tert-Butyl 3-oxo-4-(3-oxopropyl)piperazine-1-carboxylate). As a reaction SMILES: [CH2:1]([N:5]1[CH2:10][CH2:9][N:8]([C:11]([O:13][C:14]([CH3:17])([CH3:16])[CH3:15])=[O:12])[CH2:7][C:6]1=[O:18])[CH2:2][CH:3]=C.O.I([O-])(=O)(=O)=[O:21].[Na+]>CC(C)=O.[Os](=O)(=O)(=O)=O>[O:18]=[C:6]1[N:5]([CH2:1][CH2:2][CH:3]=[O:21])[CH2:10][CH2:9][N:8]([C:11]([O:13][C:14]([CH3:17])([CH3:16])[CH3:15])=[O:12])[CH2:7]1 |f:2.3|. Procedure details: To a solution of tert-butyl 4-but-3-enyl-3-oxopiperazine-1-carboxylate (0.246 mg, 0.97 mmol) in 10 mL of 1:1 acetone:water was added sodium metaperiodate (621 mg, 2.90 mmol), followed by a solution of 0.25 M aqueous osmium tetraoxide (0.192 mL, 0.048 mmol). After stirring overnight, the reaction was partitioned between EtOAc and brine. The organic phase was dried (Na2SO4), filtered, and concentrated in vacuo to give the titled compound. Proton NMR for the product was consistent with the titled c... Starting materials: [N+](=O)([O-])C1=CC=C(O1)C1=NN(C=C1C(=O)Cl)C1=CC=CC=C1 (3-(5-nitro-2-furyl)-1-phenylpyrazole-4-carboxylic acid chloride), C1(=CC=CC=C1)NN (phenyl hydrazine), O (water), C1=CC=CC=C1.C(C)O (benzene ethanol). The solvent is N1=CC=CC=C1 (pyridine), N1=CC=CC=C1 (pyridine). Yields the product [N+](=O)([O-])C1=CC=C(O1)C1=NN(C=C1C(=O)NNC1=CC=CC=C1)C1=CC=CC=C1 (3-(5-nitro-2-furyl)-1,N'-diphenylpyrazole-4-carbohydrazide). As a reaction SMILES: [N+:1]([C:4]1[O:8][C:7]([C:9]2[C:13]([C:14](Cl)=[O:15])=[CH:12][N:11]([C:17]3[CH:22]=[CH:21][CH:20]=[CH:19][CH:18]=3)[N:10]=2)=[CH:6][CH:5]=1)([O-:3])=[O:2].[C:23]1([NH:29][NH2:30])[CH:28]=[CH:27][CH:26]=[CH:25][CH:24]=1.O.C1C=CC=CC=1.C(O)C>N1C=CC=CC=1>[N+:1]([C:4]1[O:8][C:7]([C:9]2[C:13]([C:14]([NH:30][NH:29][C:23]3[CH:28]=[CH:27][CH:26]=[CH:25][CH:24]=3)=[O:15])=[CH:12][N:11]([C:17]3[CH:22]=[CH:21][CH:20]=[CH:19][CH:18]=3)[N:10]=2)=[CH:6][CH:5]=1)([O-:3])=[O:2] |f:3.4|. Procedure: Add a solution of 1.0 g of 3-(5-nitro-2-furyl)-1-phenylpyrazole-4-carboxylic acid chloride in 50 ml of pyridine dropwise to a solution of 0.31 ml of phenyl hydrazine in 5 ml of pyridine and stir the resulting reaction mixture at room temperature for 4 hours. Pour the thus-produced solution onto ice and water and chromatograph on silica gel with benzene/ethanol (9:1) to obtain 3-(5-nitro-2-furyl)-1,N'-diphenylpyrazole-4-carbohydrazide. Reactants: C(C)(C)(C)OC(=O)C=1C(=NC(=C(C(=O)O)C1NC(=O)OC(C)(C)C)Cl)Cl (5-(tert-butoxycarbonyl)-4-(tert-butoxycarbonylamino)-2,6-dichloronicotinic acid), FC(C(=O)O)(F)F (trifluoracetic acid). Solvent: ClCCl (dichloromethane). The product is NC1=C(C(=NC(=C1C(=O)O)Cl)Cl)C(=O)OC(C)(C)C (4-amino-5-(tert-butoxycarbonyl)-2,6-dichloronicotinic acid). RXN SMILES: [C:1]([O:5][C:6]([C:8]1[C:9]([Cl:26])=[N:10][C:11]([Cl:25])=[C:12]([C:16]=1[NH:17]C(OC(C)(C)C)=O)[C:13]([OH:15])=[O:14])=[O:7])([CH3:4])([CH3:3])[CH3:2].FC(F)(F)C(O)=O>ClCCl>[NH2:17][C:16]1[C:12]([C:13]([OH:15])=[O:14])=[C:11]([Cl:25])[N:10]=[C:9]([Cl:26])[C:8]=1[C:6]([O:5][C:1]([CH3:4])([CH3:3])[CH3:2])=[O:7]. Procedure details: In scheme (V), 5-(tert-butoxycarbonyl)-4-(tert-butoxycarbonylamino)-2,6-dichloronicotinic acid (4) is first treated with 25% trifluoracetic acid (TFA) in dichloromethane (DCM) at room temperature (25° C.) for 2 hours, removing one of the two Boc groups and forming 4-amino-5-(tert-butoxycarbonyl)-2,6-dichloronicotinic acid (5). A stronger condition (reflux at 60° C., 25% TFA in DCM, 2 h) is then used to maximize hydrolysis of the tert-butyl ester of 4-amino-5-(tert-butoxycarbonyl)-2,6-dichloronic... Starting materials: O1C(CCCC1)OC=1C=C(C=CC1OC1OCCCC1)C=CCCCC (1-(3',4'-bistetrahydropyranyloxy-phenyl)-1-hexene), C1(=CC=C(C=C1)S(=O)(=O)O)C (p-toluenesulfonic acid). Reagents/catalysts: C(C)N(CC)CC (triethylamine). Run in CO (methanol). Reaction conditions: time 2 hour. Yields the product OC=1C=C(C=CC1O)C=CCCCC (1-(3,4-dihydroxyphenyl)-1-hexene). Isolated yield 57.8%. As a reaction SMILES: O1CCCCC1[O:7][C:8]1[CH:9]=[C:10]([CH:21]=[CH:22][CH2:23][CH2:24][CH2:25][CH3:26])[CH:11]=[CH:12][C:13]=1[O:14]C1CCCCO1.C1(C)C=CC(S(O)(=O)=O)=CC=1>CO.C(N(CC)CC)C>[OH:7][C:8]1[CH:9]=[C:10]([CH:21]=[CH:22][CH2:23][CH2:24][CH2:25][CH3:26])[CH:11]=[CH:12][C:13]=1[OH:14]. Reported procedure: In 10 ml of absolute methanol was dissolved 198 mg of 1-(3',4'-bistetrahydropyranyloxy-phenyl)-1-hexene obtained in Example 17-(1), and a catalytic amount of p-toluenesulfonic acid was added to the solution at 0° C. The mixture was stirred for 2 hours at the same temperature. After reaction, one drop of triethylamine was added to the reaction mixture and the mixture was concentrated to give crude product. By purification of the crude product by means of column chromatography [silica gel/ether:he... The reactants are COC=1C=C(C=O)C=C(C1)OC (3,5-Dimethoxy-benzaldehyde), C(CC(=O)O)(=O)O (malonic acid), N1CCCCC1 (piperidine). The solvent is N1=CC=CC=C1 (pyridine). Conditions: temperature 100 celsius. Yields the product COC=1C=C(C=C(C1)OC)C=CC(=O)O (3-(3,5-Dimethoxy-phenyl)-acrylic acid). Isolated yield 91.6%. RXN SMILES: [CH3:1][O:2][C:3]1[CH:4]=[C:5]([CH:8]=[C:9]([O:11][CH3:12])[CH:10]=1)[CH:6]=O.C(O)(=O)[CH2:14][C:15]([OH:17])=[O:16].N1CCCCC1>N1C=CC=CC=1>[CH3:1][O:2][C:3]1[CH:4]=[C:5]([CH:6]=[CH:14][C:15]([OH:17])=[O:16])[CH:8]=[C:9]([O:11][CH3:12])[CH:10]=1. Procedure: To a solution of 3,5-Dimethoxy-benzaldehyde (9.5 g, 57.17 mmol) in pyridine (60 ml), malonic acid (9 g, 85.725 mmol) was added, and followed by piperidine (2 ml), the mixture was heated to 100° C. and stirred at this temperature for 6 hs under N2. Then most of pridine was removed, and the residue was poured into water (250 ml), acidified to PH=3 by aq.HCl, the precipitate was collected and dried to give product (10.9 g, 91.8%). LC-MS: m/e 207 (M−1) Reactants: N1=NC=CC2=C1OCC2N (5,6-dihydrofuro[2,3-c]pyridazin-5-amine), CON=C1COC2=NC(=CC(=C21)OCC)C (4-ethoxy-6-methylfuro[2,3-b]pyridin-3(2H)-one O-methyl oxime). Product: C(C)OC1=C2C(=NC(=C1)C)OCC2N (4-ethoxy-6-methyl-2,3-dihydrofuro[2,3-b]pyridin-3-amine). Reaction SMILES: N1C2OCC(N)C=2C=CN=1.CO[N:13]=[C:14]1[C:22]2[C:17](=[N:18][C:19]([CH3:26])=[CH:20][C:21]=2[O:23][CH2:24][CH3:25])[O:16][CH2:15]1>>[CH2:24]([O:23][C:21]1[CH:20]=[C:19]([CH3:26])[N:18]=[C:17]2[O:16][CH2:15][CH:14]([NH2:13])[C:22]=12)[CH3:25]. Procedure details: This compound was prepared using a method analogous to that of 5,6-dihydrofuro[2,3-c]pyridazin-5-amine (A.2.3.4), 4-ethoxy-6-methylfuro[2,3-b]pyridin-3(2H)-one O-methyl oxime replacing furo[2,3-c]pyridazin-5(6H)-one O-methyl oxime;